This data is from the Open Reaction Database (ORD), a public repository of structured organic reaction records. The task is: describe an organic reaction: reactants, conditions, products, and yield Reactants: CC(C)(C)C(=O)Cl, CCN(C(C)C)C(C)C, ClCCl, Nc1cccc(F)c1CO. Product: CC(C)(C)C(=O)Nc1cccc(F)c1CO. RXN SMILES: [CH3:1][C:2]([C:3](=[O:4])[Cl:5])([CH3:6])[CH3:7].[CH:18]([N:19]([CH2:20][CH3:21])[CH:22]([CH3:23])[CH3:24])([CH3:25])[CH3:26].[Cl:27][CH2:28][Cl:29].[NH2:8][c:9]1[c:10]([CH2:16][OH:17])[c:11]([F:15])[cH:12][cH:13][cH:14]1>>[CH3:1][C:2]([C:3](=[O:4])[NH:8][c:9]1[c:10]([CH2:16][OH:17])[c:11]([F:15])[cH:12][cH:13][cH:14]1)([CH3:6])[CH3:7]. Starting materials: O=C([O-])[O-], COc1ccc(CBr)cc1, [K+], [K+], Nc1ccccc1N1CCCCC1, CN(C)C=O. The product is COc1ccc(CNc2ccccc2N2CCCCC2)cc1. Reaction SMILES: [C:24](=[O:25])([O-:26])[O-:27].[CH3:14][O:15][c:16]1[cH:17][cH:18][c:19]([CH2:20][Br:21])[cH:22][cH:23]1.[K+:28].[K+:29].[N:1]1([c:7]2[c:8]([NH2:9])[cH:10][cH:11][cH:12][cH:13]2)[CH2:2][CH2:3][CH2:4][CH2:5][CH2:6]1.[O:30]=[CH:31][N:32]([CH3:33])[CH3:34]>>[N:1]1([c:7]2[c:8]([NH:9][CH2:20][c:19]3[cH:18][cH:17][c:16]([O:15][CH3:14])[cH:23][cH:22]3)[cH:10][cH:11][cH:12][cH:13]2)[CH2:2][CH2:3][CH2:4][CH2:5][CH2:6]1. Starting materials: COCCNC(=O)Cc1cnc(CNC(=O)OC(C)(C)C)c2cc(OC)c(OC)cc12, CCOC(C)=O, Cl. Product: Cl, COCCNC(=O)Cc1cnc(CN)c2cc(OC)c(OC)cc12. Reaction SMILES: [C:1]([O:2][C:3](=[O:4])[NH:7][CH2:8][c:9]1[n:10][cH:11][c:12]([CH2:23][C:24]([NH:25][CH2:26][CH2:27][O:28][CH3:29])=[O:30])[c:13]2[cH:14][c:15]([O:21][CH3:22])[c:16]([O:19][CH3:20])[cH:17][c:18]12)([CH3:5])([CH3:6])[CH3:31].[CH3:33][CH2:34][O:35][C:36]([CH3:37])=[O:38].[ClH:32]>>[ClH:32].[NH2:7][CH2:8][c:9]1[n:10][cH:11][c:12]([CH2:23][C:24]([NH:25][CH2:26][CH2:27][O:28][CH3:29])=[O:30])[c:13]2[cH:14][c:15]([O:21][CH3:22])[c:16]([O:19][CH3:20])[cH:17][c:18]12. The reactants are COc1cc(C)c2[nH]cc(C3CCN(C)CC3)c2c1, Cl, O, c1ccncc1. Yields the product Cc1cc(O)cc2c(C3CCN(C)CC3)c[nH]c12. Reaction SMILES: [CH3:1][O:2][c:3]1[cH:4][c:5]2[c:6]([CH:13]3[CH2:14][CH2:15][N:16]([CH3:19])[CH2:17][CH2:18]3)[cH:7][nH:8][c:9]2[c:10]([CH3:12])[cH:11]1.[ClH:20].[OH2:27].[n:21]1[cH:22][cH:23][cH:24][cH:25][cH:26]1>>[OH:2][c:3]1[cH:4][c:5]2[c:6]([CH:13]3[CH2:14][CH2:15][N:16]([CH3:19])[CH2:17][CH2:18]3)[cH:7][nH:8][c:9]2[c:10]([CH3:12])[cH:11]1. Reactants: BrC(C)C1=C(C(=O)OC)C=CN=C1Cl (methyl 3-(1-bromoethyl)-2-chloroisonicotinate), Cl.FC(COC1=C(C=C(C=N1)C(C)N)C)F (1-(6-(2,2-difluoroethoxy)-5-methylpyridin-3-yl)ethanamine hydrochloride). The product is ClC1=NC=CC2=C1C(N(C2=O)C(C)C=2C=NC(=C(C2)C)OCC(F)F)C (4-chloro-2-(1-(6-(2,2-difluoroethoxy)-5-methylpyridin-3-yl)ethyl)-3-methyl-2,3-dihydro-1H-pyrrolo[3,4-c]pyridin-1-one). Isolated yield 24.0%. RXN SMILES: Br[CH:2]([C:4]1[C:13]([Cl:14])=[N:12][CH:11]=[CH:10][C:5]=1[C:6]([O:8]C)=O)[CH3:3].Cl.[F:16][CH:17]([F:30])[CH2:18][O:19][C:20]1[N:25]=[CH:24][C:23]([CH:26]([NH2:28])[CH3:27])=[CH:22][C:21]=1[CH3:29]>>[Cl:14][C:13]1[C:4]2[CH:2]([CH3:3])[N:28]([CH:26]([C:23]3[CH:24]=[N:25][C:20]([O:19][CH2:18][CH:17]([F:30])[F:16])=[C:21]([CH3:29])[CH:22]=3)[CH3:27])[C:6](=[O:8])[C:5]=2[CH:10]=[CH:11][N:12]=1 |f:1.2|. Procedure: The title compound is prepared in 24% yield (134 mg, colorless amorphous solid) from methyl 3-(1-bromoethyl)-2-chloroisonicotinate (400 mg, 1.4 mmol, Step-1 of Intermediate-6, racemate) and 1-(6-(2,2-difluoroethoxy)-5-methylpyridin-3-yl)ethanamine hydrochloride (399 mg, 1.6 mmol, Amine-5, single enantiomer) in a similar manner to Intermediate-2.